This data is from the Open Reaction Database (ORD), a public repository of structured organic reaction records. The task is: describe an organic reaction: reactants, conditions, products, and yield Starting materials: CC(=O)O[BH-](OC(C)=O)OC(C)=O, CN1CCNCC1, NC(=O)c1sc(Nc2cc(C=O)ccc2[N+](=O)[O-])nc1-c1ccccc1C(F)(F)F, ClCCl, [Na+]. The product is CN1CCN(Cc2ccc([N+](=O)[O-])c(Nc3nc(-c4ccccc4C(F)(F)F)c(C(N)=O)s3)c2)CC1. Reaction SMILES: [C:31]([O:32][BH-:33]([O:34][C:35](=[O:36])[CH3:37])[O:38][C:39](=[O:40])[CH3:41])(=[O:42])[CH3:43].[CH3:45][N:46]1[CH2:47][CH2:48][NH:49][CH2:50][CH2:51]1.[CH:1](=[O:2])[c:3]1[cH:4][cH:5][c:6]([N+:28](=[O:29])[O-:30])[c:7]([NH:9][c:10]2[s:11][c:12]([C:25](=[O:26])[NH2:27])[c:13](-[c:15]3[c:16]([C:21]([F:22])([F:23])[F:24])[cH:17][cH:18][cH:19][cH:20]3)[n:14]2)[cH:8]1.[Cl:52][CH2:53][Cl:54].[Na+:44]>>[CH2:1]([c:3]1[cH:4][cH:5][c:6]([N+:28](=[O:29])[O-:30])[c:7]([NH:9][c:10]2[s:11][c:12]([C:25](=[O:26])[NH2:27])[c:13](-[c:15]3[c:16]([C:21]([F:22])([F:23])[F:24])[cH:17][cH:18][cH:19][cH:20]3)[n:14]2)[cH:8]1)[N:49]1[CH2:48][CH2:47][N:46]([CH3:45])[CH2:51][CH2:50]1. The reagents and catalysts are C(C)(=O)[O-].[Pd+2].C(C)(=O)[O-] (palladium (II) acetate). Reaction conditions: time 6 minute. Yields the product NC1=C(C(=NC(=N1)C1=CC=C(C=C1)OC(F)F)C(=O)OC)OC (methyl 6-amino-2-(4-(difluoromethoxy)phenyl)-5-methoxypyrimidine-4-carboxylate). Reaction SMILES: [F-].[K+].[F:3][CH:4]([F:21])[O:5][C:6]1[CH:11]=[CH:10][C:9](B2OC(C)(C)C(C)(C)O2)=[CH:8][CH:7]=1.[NH2:22][C:23]1[N:28]=[C:27](Cl)[N:26]=[C:25]([C:30]([O:32][CH3:33])=[O:31])[C:24]=1[O:34][CH3:35].P(C1C=C(S([O-])(=O)=O)C=CC=1)(C1C=C(S([O-])(=O)=O)C=CC=1)C1C=C(S([O-])(=O)=O)C=CC=1>CCOC(C)=O.O.C([O-])(=O)C.[Pd+2].C([O-])(=O)C.C(#N)C>[NH2:22][C:23]1[N:28]=[C:27]([C:9]2[CH:8]=[CH:7][C:6]([O:5][CH:4]([F:3])[F:21])=[CH:11][CH:10]=2)[N:26]=[C:25]([C:30]([O:32][CH3:33])=[O:31])[C:24]=1[O:34][CH3:35] |f:0.1,7.8.9|. The reactants are [F-].[K+] (potassium fluoride), FC(OC1=CC=C(C=C1)B1OC(C(O1)(C)C)(C)C)F (2-(4-(difluoromethoxy)phenyl)-4,4,5,5-tetramethyl-1,3,2-dioxaborolane), NC1=C(C(=NC(=N1)Cl)C(=O)OC)OC (methyl 6-amino-2-chloro-5-methoxypyrimidine-4-carboxylate), P(C=1C=C(C=CC1)S(=O)(=O)[O-])(C=1C=C(C=CC1)S(=O)(=O)[O-])C=1C=C(C=CC1)S(=O)(=O)[O-] (3,3′,3″-phosphinetriyltribenzenesulfonate). Procedure details: To a 5-mL microwave safe vial was added potassium fluoride (0.151 g, 2.59 mmol), palladium (II) acetate (0.012 g, 0.052 mmol), 2-(4-(difluoromethoxy)phenyl)-4,4,5,5-tetramethyl-1,3,2-dioxaborolane (0.28 g, 1.037 mmol), methyl 6-amino-2-chloro-5-methoxypyrimidine-4-carboxylate (0.226 g, 1.037 mmol), and 3,3′,3″-phosphinetriyltribenzenesulfonate (0.052 g, 0.104 mmol). A mixture of water (1 mL) and acetonitrile (2 mL) was added and the reaction was capped and placed in a Biotage Initiator™ microwav... The yield is 39.8%. Solvent: CCOC(=O)C (EtOAc), O (water), O (water), C(C)#N (acetonitrile). Reactants: C(C1=CC=CC=C1)OC([C@H]1N(CCC1)CC1CO1)=O (N-Glycidyl-L-Proline Benzyl Ester), benzyl ester, [Li+].[OH-].O (LiOH H2O). Solvent: CO (methanol). Product: C(C1CO1)N1[C@H](C(=O)O)CCC1 (N-Glycidyl-L-proline). Reaction SMILES: C([O:8][C:9](=[O:19])[C@@H:10]1[CH2:14][CH2:13][CH2:12][N:11]1[CH2:15][CH:16]1[O:18][CH2:17]1)C1C=CC=CC=1.[Li+].[OH-].O>CO>[CH2:15]([N:11]1[CH2:12][CH2:13][CH2:14][C@H:10]1[C:9]([OH:19])=[O:8])[CH:16]1[O:18][CH2:17]1 |f:1.2.3|. Procedure details: N-Glycidyl-L-proline is prepared from compound 120 by hydrolyzing the benzyl ester with LiOH/H2O in methanol. The reactants are CCCCCCOP([O-])OCCCCCC, CCN(CC)C(=O)CCl, ClCCl, [Na+], [OH-], O. The product is CCCCCCOP(=O)(CC(=O)N(CC)CC)OCCCCCC. As a reaction SMILES: [CH2:10]([CH2:11][CH2:12][CH2:13][CH2:14][CH3:15])[O:16][P:17]([O:18][CH2:19][CH2:20][CH2:21][CH2:22][CH2:23][CH3:24])[O-:25].[CH2:1]([CH3:2])[N:3]([C:4]([CH2:5][Cl:6])=[O:7])[CH2:8][CH3:9].[Cl:27][CH2:28][Cl:29].[Na+:31].[OH-:30].[OH2:26]>>[CH2:1]([CH3:2])[N:3]([C:4]([CH2:5][P:17]([O:16][CH2:10][CH2:11][CH2:12][CH2:13][CH2:14][CH3:15])([O:18][CH2:19][CH2:20][CH2:21][CH2:22][CH2:23][CH3:24])=[O:25])=[O:7])[CH2:8][CH3:9]. Reported procedure: A mixture of phenol (0.18 mmol), 6-halomethyl-1,1,4,4-tetramethyl-1,2,3,4-tetrahydro-naphthalene (0.2 mmol) or another benzyl chloride or benzyl bromide compound, and cesium carbonate (0.27 mmol) in DMF (2 mL), was/is stirred at room temperature overnight. The reaction mixture was/is diluted with water and extracted into DCM. The separated DCM layer was/is washed with water. The residue obtained after concentration was/is dissolved into THF and MeOH (1 mL each) and treated with 2 M NaOH solution... Run at time 32 hour. The product is C1(CCCC1)CCOC1=CC=C(C=C1)[C@H](CC(=O)O)C#CC ((S)-3-(4-(2-cyclopentylethoxy)phenyl)hex-4-ynoic acid). Run in O (water), CN(C)C=O (DMF). RXN SMILES: [C:1]1([OH:7])[CH:6]=[CH:5][CH:4]=[CH:3][CH:2]=1.[CH2:8](Cl)[C:9]1[CH:14]=[CH:13][CH:12]=[CH:11][CH:10]=1.C(Br)[C:17]1[CH:22]=[CH:21]C=[CH:19][CH:18]=1.[C:24](=[O:27])([O-])[O-:25].[Cs+].[Cs+].[OH-].[Na+].C(O)(C(F)(F)F)=O>CN(C=O)C.O>[CH:14]1([CH2:9][CH2:8][O:7][C:1]2[CH:6]=[CH:5][C:4]([C@@H:22]([C:17]#[C:18][CH3:19])[CH2:21][C:24]([OH:25])=[O:27])=[CH:3][CH:2]=2)[CH2:13][CH2:12][CH2:11][CH2:10]1 |f:3.4.5,6.7|. Starting materials: C1(=CC=CC=C1)O (phenol), 6-halomethyl-1,1,4,4-tetramethyl-1,2,3,4-tetrahydro-naphthalene, C(=O)(C(F)(F)F)O (TFA), C(C1=CC=CC=C1)Cl (benzyl chloride), C(C1=CC=CC=C1)Br (benzyl bromide), C([O-])([O-])=O.[Cs+].[Cs+] (cesium carbonate), [OH-].[Na+] (NaOH). Reactants: COC(=O)Cc1ccc(C#Cc2cc(OC(C)C)c3c(c2)C(C)(C)CCC3N(C)C2CC2)cc1, CO, [Li+], C1CCOC1, [OH-]. Product: CC(C)Oc1cc(C#Cc2ccc(CC(=O)O)cc2)cc2c1C(N(C)C1CC1)CCC2(C)C. RXN SMILES: [CH3:1][O:2][C:3]([CH2:4][c:5]1[cH:6][cH:7][c:8]([C:11]#[C:12][c:13]2[cH:14][c:15]3[c:20]([c:21]([O:23][CH:24]([CH3:25])[CH3:26])[cH:22]2)[CH:19]([N:27]([CH3:28])[CH:29]2[CH2:30][CH2:31]2)[CH2:18][CH2:17][C:16]3([CH3:32])[CH3:33])[cH:9][cH:10]1)=[O:34].[CH3:37][OH:38].[Li+:35].[O:39]1[CH2:40][CH2:41][CH2:42][CH2:43]1.[OH-:36]>>[O:2]=[C:3]([CH2:4][c:5]1[cH:6][cH:7][c:8]([C:11]#[C:12][c:13]2[cH:14][c:15]3[c:20]([c:21]([O:23][CH:24]([CH3:25])[CH3:26])[cH:22]2)[CH:19]([N:27]([CH3:28])[CH:29]2[CH2:30][CH2:31]2)[CH2:18][CH2:17][C:16]3([CH3:32])[CH3:33])[cH:9][cH:10]1)[OH:34]. Reactants: BrCC1N=C2N(C(NC=3C=CC=CC23)=O)C1 (2-bromomethyl-2,3-dihydroimidazo[1,2-c]-quinazolin-5(6H)-one), C(C1=CC=2OCOC2C=C1)N1CCNCC1 (1-piperonylpiperazine). The solvent is C(C)#N (acetonitrile). Product: Br.C(C1=CC=2OCOC2C=C1)N1CCN(CC1)CC1N=C2N(C(NC=3C=CC=CC23)=O)C1 (2-[4-piperonyl-1-piperazinyl]methyl-2,3-dihydroimidazo[1,2-c]-quinazolin-5(6H)-one hydrobromide), CC1N=C2N(C(NC=3C=CC=CC23)=O)C1 (2-methyl-2,3-dihydroimidazo[1,2-c]quinazolin-5(6H)-one). The yield is 22.0%. RXN SMILES: [Br:1][CH2:2][CH:3]1[CH2:16][N:6]2[C:7](=[O:15])[NH:8][C:9]3[CH:10]=[CH:11][CH:12]=[CH:13][C:14]=3[C:5]2=[N:4]1.[CH2:17]([N:27]1[CH2:32][CH2:31][NH:30][CH2:29][CH2:28]1)[C:18]1[CH:26]=[CH:25][C:24]2[O:23][CH2:22][O:21][C:20]=2[CH:19]=1>C(#N)C>[BrH:1].[CH2:17]([N:27]1[CH2:32][CH2:31][N:30]([CH2:2][CH:3]2[CH2:16][N:6]3[C:7](=[O:15])[NH:8][C:9]4[CH:10]=[CH:11][CH:12]=[CH:13][C:14]=4[C:5]3=[N:4]2)[CH2:29][CH2:28]1)[C:18]1[CH:26]=[CH:25][C:24]2[O:23][CH2:22][O:21][C:20]=2[CH:19]=1.[CH3:2][CH:3]1[CH2:16][N:6]2[C:7](=[O:15])[NH:8][C:9]3[CH:10]=[CH:11][CH:12]=[CH:13][C:14]=3[C:5]2=[N:4]1 |f:3.4|. Procedure: A mixture of 2-bromomethyl-2,3-dihydroimidazo[1,2-c]-quinazolin-5(6H)-one (0.5 g, 1.78 mmol), 1-piperonylpiperazine (0.78 g, 3.56 mmol) in acetonitrile (25 mL) was refluxed for 17 hours. The solvent was then removed in vacuo to the oily residue. The residue was purified by column chromatography [silica gel: 25 g, column diameter: 2.5 cm, solvent system: chloroform/ethylacetate (9/1)] to furnish 2-[4-piperonyl-1-piperazinyl]methyl-2,3-dihydroimidazo[1,2-c]-quinazolin-5(6H)-one hydrobromide (620 m...